From a dataset of the Open Reaction Database (ORD), a public repository of structured organic reaction records. describe an organic reaction: reactants, conditions, products, and yield The reactants are C(CCC)[Li] (n-butyllithium), BrCC(O[Si](C1=CC=CC=C1)(C1=CC=CC=C1)C(C)(C)C)CBr ([2-bromo-1-(bromomethyl)ethoxy](tert-butyl)diphenylsilane), CS(=O)CSC ((methylsulfinyl)(methylthio)methane), CCCCCC (hexane). Product: C(C)(C)(C)[Si](C1=CC=CC=C1)(C1=CC=CC=C1)OC1CC(C1)(SC)S(=O)C (tert-butyl{[3-(methylsulfinyl)-3-(methylthio)cyclobutyl]oxy}diphenylsilane). Run at temperature -10 celsius, time 2 hour. Run in O (Water), O1CCCC1 (tetrahydrofuran), O1CCCC1 (tetrahydrofuran). Procedure: To a solution of (methylsulfinyl)(methylthio)methane (27.70 g, 223.0 mmol) in tetrahydrofuran (90 mL) at −10° C. was added dropwise, a solution of 2.5 M n-butyllithium in hexane (89.2 mL, 223 mmol). The mixture was stirred at −10° C. for 2 hours. It was then cooled to −78° C. and transferred by cannula in a slow manner to a solution of [2-bromo-1-(bromomethyl)ethoxy](tert-butyl)diphenylsilane (42 g, 93 mmol, from Step 1) in tetrahydrofuran (70 mL, 900 mmol) held at −78° C. The mixture was stirre... Reaction SMILES: [CH3:1][S:2]([CH2:4][S:5][CH3:6])=[O:3].C([Li])CCC.CCCCCC.Br[CH2:19][CH:20]([CH2:39]Br)[O:21][Si:22]([C:35]([CH3:38])([CH3:37])[CH3:36])([C:29]1[CH:34]=[CH:33][CH:32]=[CH:31][CH:30]=1)[C:23]1[CH:28]=[CH:27][CH:26]=[CH:25][CH:24]=1>O1CCCC1.O>[C:35]([Si:22]([O:21][CH:20]1[CH2:39][C:4]([S:2]([CH3:1])=[O:3])([S:5][CH3:6])[CH2:19]1)([C:29]1[CH:34]=[CH:33][CH:32]=[CH:31][CH:30]=1)[C:23]1[CH:28]=[CH:27][CH:26]=[CH:25][CH:24]=1)([CH3:38])([CH3:37])[CH3:36]. Yields the product C(C)(C)(C)OC(NC1=CC=2C3=C(NC2C=N1)N=CC(=C3)C3=CC=C(C=C3)CN3CCCCC3)=O (tert-Butyl-{3-(4-piperidin-1-ylmethyl-phenyl)-9H-dipyrido[2,3-b;4′,3′-d]pyrrol-6-yl}-carbamate). Solvent: C(Cl)Cl (DCM), O (water), O1CCOCC1 (1,4-dioxane), C([O-])([O-])=O.[Cs+].[Cs+] (cesium carbonate), ClCCl (dichloromethane). Yield: 30.1%. Reported procedure: A degassed mixture of tert-butyl-{3-bromo-9H-dipyrido[2,3-b;4′,3′-d]pyrrol-6-yl}-carbamate (229 mg, 0.631 mmol), 4-piperidin-1-ylmethyl-phenyl boronic acid (207 mg, 0.946 mmol), and [1,1′-bis(diphenylphosphino)ferrocene]dichloropalladium(II) complex with dichloromethane (1:1) (51.5 mg, 6.31 μmol, 10.0 mol %) in 1,4-dioxane (12.4 mL) and 2M aqueous cesium carbonate (1.32 mL) was heated under reflux for 5 h. The mixture was allowed to cool to room temperature, diluted with DCM and water, and filte... Reactants: C(C)(C)(C)OC(NC1=CC=2C3=C(NC2C=N1)N=CC(=C3)Br)=O (tert-butyl-{3-bromo-9H-dipyrido[2,3-b;4′,3′-d]pyrrol-6-yl}-carbamate), N1(CCCCC1)CC1=CC=C(C=C1)B(O)O (4-piperidin-1-ylmethyl-phenyl boronic acid). As a reaction SMILES: [C:1]([O:5][C:6](=[O:22])[NH:7][C:8]1[N:16]=[CH:15][C:14]2[NH:13][C:12]3[N:17]=[CH:18][C:19](Br)=[CH:20][C:11]=3[C:10]=2[CH:9]=1)([CH3:4])([CH3:3])[CH3:2].[N:23]1([CH2:29][C:30]2[CH:35]=[CH:34][C:33](B(O)O)=[CH:32][CH:31]=2)[CH2:28][CH2:27][CH2:26][CH2:25][CH2:24]1>O1CCOCC1.C(=O)([O-])[O-].[Cs+].[Cs+].C(Cl)Cl.O>[C:1]([O:5][C:6](=[O:22])[NH:7][C:8]1[N:16]=[CH:15][C:14]2[NH:13][C:12]3[N:17]=[CH:18][C:19]([C:33]4[CH:32]=[CH:31][C:30]([CH2:29][N:23]5[CH2:28][CH2:27][CH2:26][CH2:25][CH2:24]5)=[CH:35][CH:34]=4)=[CH:20][C:11]=3[C:10]=2[CH:9]=1)([CH3:4])([CH3:3])[CH3:2] |f:3.4.5|. The reactants are COC(=O)c1cc2ccncn2c1Nc1ccc(SC)cc1F, Cl, [Li+], C1COCCO1, [OH-], O, O. Product: CSc1ccc(Nc2c(C(=O)O)cc3ccncn23)c(F)c1. RXN SMILES: [CH3:1][O:2][C:3](=[O:4])[c:5]1[cH:6][c:7]2[n:8]([cH:9][n:10][cH:11][cH:12]2)[c:13]1[NH:14][c:15]1[c:16]([F:23])[cH:17][c:18]([S:21][CH3:22])[cH:19][cH:20]1.[ClH:27].[Li+:26].[O:28]1[CH2:29][CH2:30][O:31][CH2:32][CH2:33]1.[OH-:25].[OH2:24].[OH2:34]>>[O:2]=[C:3]([OH:4])[c:5]1[cH:6][c:7]2[n:8]([cH:9][n:10][cH:11][cH:12]2)[c:13]1[NH:14][c:15]1[c:16]([F:23])[cH:17][c:18]([S:21][CH3:22])[cH:19][cH:20]1.